This data is from the Open Reaction Database (ORD), a public repository of structured organic reaction records. The task is: describe an organic reaction: reactants, conditions, products, and yield The reactants are N#N (N2), COC1=CC=C(C=C1)N1N=C(C2=C1C(NCC2)=O)C(F)(F)F (1-(4-methoxyphenyl)-3-(trifluoromethyl)-1,4,5,6-tetrahydro-7H-pyrazolo[3,4-c]pyridin-7-one), CCOC(=O)C (EtOAc), C([O-])([O-])=O.[K+].[K+] (Potassium carbonate), N1=CC=CC2=CC=C3C=CC=NC3=C12 (1,10-phenanthroline). Reagents/catalysts: [Cu](I)I (copper iodide). Run in CS(=O)C (DMSO). Product: O1C(=NCC1)C1(CC1)C1=CC=C(C=C1)N1C(C2=C(CC1)C(=NN2C2=CC=C(C=C2)OC)C(F)(F)F)=O (6-{4-[1-(4,5-Dihydro-oxazol-2-yl)cyclopropyl]phenyl}-1-(4-methoxyphenyl)-3-trifluoromethyl-1,4,5,6-tetrahydro-pyrazolo[3,4-c]pyridin-7-one). As a reaction SMILES: [CH3:1][O:2][C:3]1[CH:8]=[CH:7][C:6]([N:9]2[C:13]3[C:14](=[O:18])[NH:15][CH2:16][CH2:17][C:12]=3[C:11]([C:19]([F:22])([F:21])[F:20])=[N:10]2)=[CH:5][CH:4]=1.C(=O)([O-])[O-].[K+].[K+].N1[C:42]2[C:33](=[CH:34][CH:35]=[C:36]3[C:41]=2N=[CH:39][CH:38]=[CH:37]3)C=CC=1.[N:43]#N.[CH3:45][CH2:46][O:47][C:48](C)=O>CS(C)=O.[Cu](I)I>[O:47]1[CH2:46][CH2:45][N:43]=[C:48]1[C:37]1([C:36]2[CH:35]=[CH:34][C:33]([N:15]3[CH2:16][CH2:17][C:12]4[C:11]([C:19]([F:22])([F:20])[F:21])=[N:10][N:9]([C:6]5[CH:5]=[CH:4][C:3]([O:2][CH3:1])=[CH:8][CH:7]=5)[C:13]=4[C:14]3=[O:18])=[CH:42][CH:41]=2)[CH2:38][CH2:39]1 |f:1.2.3|. Procedure: Part B. The product from Part A (75.2 mg, 0.240 mmol) and 1-(4-methoxyphenyl)-3-(trifluoromethyl)-1,4,5,6-tetrahydro-7H-pyrazolo[3,4-c]pyridin-7-one (76.8 mg, 0.247 mmol) were dissolved in DMSO (0.5 mL). Potassium carbonate (0.109 g, 0.788 mmol), copper iodide (spatula tip), and 1,10-phenanthroline (spatula tip) were added and the reaction was heated to 120° C. for 12 h under an environment of N2. The reaction was cooled, diluted with EtOAc, washed with H2O (2×), brine, dried over Na2SO4, filter...